describe an organic reaction: reactants, conditions, products, and yield From a dataset of the Open Reaction Database (ORD), a public repository of structured organic reaction records. Reactants: [hydrogen bis(dimethylphosphinito-kP)]platinum(II), C(C)(C)(C)OC(N[C@@H]1C(C2=CC(=CC=C2C[C@H]1OC)C#N)(CC)CC)=O (trans-(7-cyano-1,1-diethyl-3-methoxy-1,2,3,4-tetrahydro-naphthalen-2-yl)-carbamic acid tert-butyl ester), C(C)O (ethanol), CN(C)C=O (DMF). The solvent is O (water). Run at temperature 80 celsius. The product is C(C)(C)(C)OC(N[C@@H]1C(C2=CC(=CC=C2C[C@H]1OC)C(N)=O)(CC)CC)=O (trans-(7-Carbamoyl-1,1-diethyl-3-methoxy-1,2,3,4-tetrahydro-naphthalen-2-yl)-carbamic acid tert-butyl ester). Reaction SMILES: [C:1]([O:5][C:6](=[O:26])[NH:7][C@H:8]1[C@H:17]([O:18][CH3:19])[CH2:16][C:15]2[C:10](=[CH:11][C:12]([C:20]#[N:21])=[CH:13][CH:14]=2)[C:9]1([CH2:24][CH3:25])[CH2:22][CH3:23])([CH3:4])([CH3:3])[CH3:2].C([OH:29])C.CN(C=O)C>O>[C:1]([O:5][C:6](=[O:26])[NH:7][C@H:8]1[C@H:17]([O:18][CH3:19])[CH2:16][C:15]2[C:10](=[CH:11][C:12]([C:20](=[O:29])[NH2:21])=[CH:13][CH:14]=2)[C:9]1([CH2:22][CH3:23])[CH2:24][CH3:25])([CH3:3])([CH3:4])[CH3:2]. Procedure details: To a mixture of trans-(7-cyano-1,1-diethyl-3-methoxy-1,2,3,4-tetrahydro-naphthalen-2-yl)-carbamic acid tert-butyl ester (33.0 g, 92 mmol), ethanol (45 mL), DMF (25 mL) and water (7.5 mL) was added hydrido(dimethylphosphoniousacid-kP) [hydrogen bis(dimethylphosphinito-kP)]platinum(II) (0.25 g, 0.58 mmol) and the reaction mixture was heated at 80° C. for 24 h. The reaction was cooled to room temperature and concentrated to dryness under vacuum to give the title compound (36.3 g) which was used wit... Reactants: NC1=NC=NC(=C1C#CC1=NC=C(C(=O)OC)C=C1)Cl (methyl 6-((4-amino-6-chloropyrimidin-5-yl)ethynyl)nicotinate), CCN(C(C)C)C(C)C (Hunig's base), N[C@@H](C)C1=NC2=CC=CC(=C2C(N1C1=CC=CC=C1)=O)Cl ((S)-2-(1-aminoethyl)-5-chloro-3-phenylquinazolin-4(3H)-one), [F-].[K+] (KF). Run in CN1CCCC1=O (NMP), O (Water). Reaction conditions: temperature 120 celsius, time 8 hour. The product is NC1=NC=NC(=C1C#CC1=NC=C(C(=O)OC)C=C1)N[C@@H](C)C1=NC2=CC=CC(=C2C(N1C1=CC=CC=C1)=O)Cl ((S)-methyl 6-((4-amino-6-(1-(5-chloro-4-oxo-3-phenyl-3,4-dihydroquinazolin-2-yl)ethylamino)pyrimidin-5-yl)ethynyl)nicotinate). As a reaction SMILES: [NH2:1][C:2]1[C:7]([C:8]#[C:9][C:10]2[CH:19]=[CH:18][C:13]([C:14]([O:16][CH3:17])=[O:15])=[CH:12][N:11]=2)=[C:6](Cl)[N:5]=[CH:4][N:3]=1.[NH2:21][C@H:22]([C:24]1[N:33]([C:34]2[CH:39]=[CH:38][CH:37]=[CH:36][CH:35]=2)[C:32](=[O:40])[C:31]2[C:26](=[CH:27][CH:28]=[CH:29][C:30]=2[Cl:41])[N:25]=1)[CH3:23].[F-].[K+].CCN(C(C)C)C(C)C>CN1C(=O)CCC1.O>[NH2:1][C:2]1[C:7]([C:8]#[C:9][C:10]2[CH:19]=[CH:18][C:13]([C:14]([O:16][CH3:17])=[O:15])=[CH:12][N:11]=2)=[C:6]([NH:21][C@H:22]([C:24]2[N:33]([C:34]3[CH:35]=[CH:36][CH:37]=[CH:38][CH:39]=3)[C:32](=[O:40])[C:31]3[C:26](=[CH:27][CH:28]=[CH:29][C:30]=3[Cl:41])[N:25]=2)[CH3:23])[N:5]=[CH:4][N:3]=1 |f:2.3|. Procedure: To methyl 6-((4-amino-6-chloropyrimidin-5-yl)ethynyl)nicotinate (50 mg, 0.17 mmol) (prepared according to the procedure in Example 3 above) in NMP (5 mL) was added (S)-2-(1-aminoethyl)-5-chloro-3-phenylquinazolin-4(3H)-one (62 mg 0.21 mmol) (prepared according to the procedure in Example 2A above), KF (33 mg 0.35 mmol), and Hunig's base (0.15 ml, 0.21 mmol). After stirring overnight at 120° C. the reaction was cooled to rt. Water was added. The precipitate was filtered, and then dissolved in DCM... The reactants are C([O-])([O-])=O.[Cs+].[Cs+] (cesium carbonate), ClC1=C2N(C(C(=C1)NC1=CC(=NC=N1)NC(=O)C1CC1)=O)C(NC2=O)(C)C2=CC(=CC=C2)F (N-[6-[[8-chloro-3-(3-fluorophenyl)-3-methyl-1,5-dioxo-2H-imidazo[1,5-a]pyridin-6-yl]amino]pyrimidin-4-yl]cyclopropanecarboxamide), COC1=CC=C(C=C1)CS ((4-methoxyphenyl)methanethiol). Solvent: CC(C)O (2-propanol). Reaction conditions: temperature 70 celsius, time 16 hour. The product is COC1=CC=C(CSC2=CC(=C3N(C2=O)C2(NC3=O)CCCCC2)C)C=C1 (6′-((4-methoxybenzyl)thio)-8′-methyl-2′H-spiro[cyclohexane-1,3′-imidazo[1,5-a]pyridine]-1′,5′-dione). Reaction SMILES: Cl[C:2]1[CH:7]=[C:6](NC2N=CN=C(NC(C3CC3)=O)C=2)[C:5](=[O:21])[N:4]2[C:22]([C:27]3[CH:32]=[CH:31][CH:30]=[C:29](F)C=3)(C)[NH:23][C:24](=[O:25])[C:3]=12.[C:34](=O)([O-])[O-].[Cs+].[Cs+].[CH3:40][O:41][C:42]1[CH:47]=[CH:46][C:45]([CH2:48][SH:49])=[CH:44][CH:43]=1>CC(O)C>[CH3:40][O:41][C:42]1[CH:47]=[CH:46][C:45]([CH2:48][S:49][C:6]2[C:5](=[O:21])[N:4]3[C:22]4([CH2:27][CH2:32][CH2:31][CH2:30][CH2:29]4)[NH:23][C:24](=[O:25])[C:3]3=[C:2]([CH3:34])[CH:7]=2)=[CH:44][CH:43]=1 |f:1.2.3|. Procedure details: 6′-Bromo-8′-methyl-2′H-spiro[cyclohexane-1,3′-imidazo[1,5-a]pyridine]-1′,5′-dione (1, 2.0 g, 6.42 mmol) was dissolved in 2-propanol (20 mL). To this mixture was added cesium carbonate (6.28 g, 19.28 mmol), followed by (4-methoxyphenyl)methanethiol (1.18 g, 7.71 mmol). The reaction mixture was stirred at 70° C. for 16 h. After completion, solvent was evaporated under reduced pressure and the crude was washed with water (50 mL) followed by diethyl ether and then dried under reduced pressure to aff... Reactants: CC(C)([O-])C.[K+] (Potassium tert-butoxide), Cl (Hydrochloric acid), C(OC)(OC)=O (Dimethyl carbonate), ClC1=C(C(=CC=C1)Cl)C(C(=O)N)O (2-(2,6-dichlorophenyl)-2-hydroxyacetamide). The solvent is O (water), C(C)(C)(C)O (tert-butanol). Product: ClC1=C(C(=CC=C1)Cl)C1C(NC(O1)=O)=O (5-(2,6-Dichlorophenyl)oxazolidine-2,4-dione). RXN SMILES: C[C:2](C)([O-:4])C.[K+].C(=O)(OC)OC.[Cl:13][C:14]1[CH:19]=[CH:18][CH:17]=[C:16]([Cl:20])[C:15]=1[CH:21]([OH:25])[C:22]([NH2:24])=[O:23].Cl>O.C(O)(C)(C)C>[Cl:13][C:14]1[CH:19]=[CH:18][CH:17]=[C:16]([Cl:20])[C:15]=1[CH:21]1[O:25][C:2](=[O:4])[NH:24][C:22]1=[O:23] |f:0.1|. Procedure: Potassium tert-butoxide (5.16 g., 0.046 mole) was dissolved in 60 ml. of tert-butanol. Dimethyl carbonate (4.14 g., 0.046 mole) and then 2-(2,6-dichlorophenyl)-2-hydroxyacetamide (5 g., 0.023 mole) were added. The suspension was heated at reflux for 2 hours and cooled to room temperature. Hydrochloric acid (46 ml. of 1 N) and then 100 ml. of water were added, and the mixture extracted with three portions of methylene chloride. The combined organic extracts were washed with brine, dried over anhy... Reported procedure: A solution of the compound (526 mg, 1.0 mmol) obtained in Example 25-3), 3-pyridylboronic acid (244 mg, 2.0 mmol), tetrakis(triphenylphosphine)palladium(0) (231 mg, 0.2 mmol), and potassium carbonate (276 mg, 2.0 mmol) in dimethoxyethane (4 mL) and water (1 mL) was stirred at 100° C. for 3.5 h. The reaction mixture was cooled to room temperature, saturated aqueous sodium hydrogencarbonate was added to the reaction mixture, the mixture was extracted with dichloromethane, and the organic layer was... The reactants are BrC1=C(C=C(C=C1)C1(CC1)C1=NN=C2N1CCSC(C2)(C)CO[Si](C)(C)C(C)(C)C)F (3-[1-(4-Bromo-3-fluorophenyl)cyclopropyl]-8-({[tert-butyl(dimethyl)silyl]oxy}methyl)-8-methyl-5,6,8,9-tetrahydro[1,2,4]triazolo[4,3-d][1,4]thiazepine), N1=CC(=CC=C1)B(O)O (3-pyridylboronic acid), C([O-])([O-])=O.[K+].[K+] (potassium carbonate), C(O)([O-])=O.[Na+] (sodium hydrogencarbonate). Run in C(OC)COC (dimethoxyethane), O (water). Reagents/catalysts: C=1C=CC(=CC1)[P](C=2C=CC=CC2)(C=3C=CC=CC3)[Pd]([P](C=4C=CC=CC4)(C=5C=CC=CC5)C=6C=CC=CC6)([P](C=7C=CC=CC7)(C=8C=CC=CC8)C=9C=CC=CC9)[P](C=1C=CC=CC1)(C=1C=CC=CC1)C=1C=CC=CC1 (tetrakis(triphenylphosphine)palladium(0)). As a reaction SMILES: Br[C:2]1[CH:7]=[CH:6][C:5]([C:8]2([C:11]3[N:15]4[CH2:16][CH2:17][S:18][C:19]([CH2:22][O:23][Si:24]([C:27]([CH3:30])([CH3:29])[CH3:28])([CH3:26])[CH3:25])([CH3:21])[CH2:20][C:14]4=[N:13][N:12]=3)[CH2:10][CH2:9]2)=[CH:4][C:3]=1[F:31].[N:32]1[CH:37]=[CH:36][CH:35]=[C:34](B(O)O)[CH:33]=1.C(=O)([O-])[O-].[K+].[K+].C(=O)([O-])O.[Na+]>C(COC)OC.O.C1C=CC([P]([Pd]([P](C2C=CC=CC=2)(C2C=CC=CC=2)C2C=CC=CC=2)([P](C2C=CC=CC=2)(C2C=CC=CC=2)C2C=CC=CC=2)[P](C2C=CC=CC=2)(C2C=CC=CC=2)C2C=CC=CC=2)(C2C=CC=CC=2)C2C=CC=CC=2)=CC=1>[Si:24]([O:23][CH2:22][C:19]1([CH3:21])[S:18][CH2:17][CH2:16][N:15]2[C:11]([C:8]3([C:5]4[CH:6]=[CH:7][C:2]([C:34]5[CH:33]=[N:32][CH:37]=[CH:36][CH:35]=5)=[C:3]([F:31])[CH:4]=4)[CH2:10][CH2:9]3)=[N:12][N:13]=[C:14]2[CH2:20]1)([C:27]([CH3:30])([CH3:29])[CH3:28])([CH3:26])[CH3:25] |f:2.3.4,5.6,^1:62,64,83,102|. Yields the product [Si](C)(C)(C(C)(C)C)OCC1(CC=2N(CCS1)C(=NN2)C2(CC2)C2=CC(=C(C=C2)C=2C=NC=CC2)F)C (8-({[Tert-butyl(dimethyl)silyl]oxy}methyl)-3-[1-(3-fluoro-4-pyridin-3-ylphenyl)cyclopropyl]-8-methyl-5,6,8,9-tetrahydro[1,2,4]triazolo[4,3-d][1,4]thiazepine). Isolated yield 98.5%.